Dataset: the Open Reaction Database (ORD), a public repository of structured organic reaction records. Task: describe an organic reaction: reactants, conditions, products, and yield Yields the product FC1=C(C(=CC=C1)F)C=1OCC(N1)C1=CC=C(C=C1)O (4-[(2,6-Difluorophenyl)-4,5-dihydro-4-oxazolyl]phenol). Run at time 2 day. Run in FC(C(=O)O)(F)F (trifluoroacetic acid). As a reaction SMILES: CO[C:3](=[O:17])[CH:4]([NH:6][C:7](=O)[C:8]1[C:13]([F:14])=[CH:12][CH:11]=[CH:10][C:9]=1[F:15])O.[C:18]1([OH:24])[CH:23]=[CH:22][CH:21]=[CH:20][CH:19]=1.C1(C)C=CC=CC=1.S(Cl)(Cl)=O>FC(F)(F)C(O)=O>[F:14][C:13]1[CH:12]=[CH:11][CH:10]=[C:9]([F:15])[C:8]=1[C:7]1[O:17][CH2:3][CH:4]([C:21]2[CH:22]=[CH:23][C:18]([OH:24])=[CH:19][CH:20]=2)[N:6]=1. Reported procedure: The compound of Step A, Example 1 (51 g, 0.2 mol) and phenol (32 g 0.3 mol) were dissolved in trifluoroacetic acid (85 mL), stirred for 2 days and then evaporated under reduced pressure. The residue was taken up in dichloromethane (200 mL), washed with sodium bicarbonate solution, dried over magnesium sulfate and evaporated. The residue was subjected to chromatography on silica gel using hexanes/ethyl acetate (2:1). The residue from the column (30 g) was dissolved in tetrahydrofuran (100 mL) and... The reactants are COC(C(O)NC(C1=C(C=CC=C1F)F)=O)=O (Methyl[(2,6-difluorobenzoyl)amino]hydroxyacetate), C1(=CC=CC=C1)O (phenol), C1(=CC=CC=C1)C (toluene), S(=O)(Cl)Cl (thionyl chloride). The reactants are COC=1C(=C2C=C(NC(C2=CC1)=O)NC1=NNC(=C1)C)C (6-Methoxy-5-methyl-3-(5-methyl-1H-pyrazol-3-ylamino)-2H-isoquinolin-1-one), O=P(Cl)(Cl)Cl (POCl3). Reaction conditions: temperature 150 celsius. Yields the product ClC1=NC(=CC2=C(C(=CC=C12)OC)C)NC1=NNC(=C1)C ((1-Chloro-6-methoxy-5-methyl-isoquinolin-3-yl)-(5-methyl-1H-pyrazol-3-yl)-amine). RXN SMILES: [CH3:1][O:2][C:3]1[C:4]([CH3:21])=[C:5]2[C:10](=[CH:11][CH:12]=1)[C:9](=O)[NH:8][C:7]([NH:14][C:15]1[CH:19]=[C:18]([CH3:20])[NH:17][N:16]=1)=[CH:6]2.O=P(Cl)(Cl)[Cl:24]>>[Cl:24][C:9]1[C:10]2[C:5](=[C:4]([CH3:21])[C:3]([O:2][CH3:1])=[CH:12][CH:11]=2)[CH:6]=[C:7]([NH:14][C:15]2[CH:19]=[C:18]([CH3:20])[NH:17][N:16]=2)[N:8]=1. Procedure details: A 10˜20 mL process vial was charged with 500 mg 6-Methoxy-5-methyl-3-(5-methyl-1H-pyrazol-3-ylamino)-2H-isoquinolin-1-one in 15 mL POCl3. The vial was heated at 150° C. for 30 min under microwave irradiation. After cooling, POCl3 was removed under reduced pressure. MeOH was carefully added to the residue during which the precipitate was formed. The solid was collected as crude product for the next reaction. The reactants are CC(=O)O, NN, C[Si](C)(C)CCOCn1ccc2nc(NC(=O)NC3CCC(N4C(=O)c5ccccc5C4=O)C3)cnc21, CN(C)C=O. Product: C[Si](C)(C)CCOCn1ccc2nc(NC(=O)NC3CCC(N)C3)cnc21. RXN SMILES: [C:40]([OH:41])(=[O:42])[CH3:43].[NH2:38][NH2:39].[O:1]=[C:2]1[N:3]([CH:12]2[CH2:13][CH:14]([NH:17][C:18](=[O:19])[NH:20][c:21]3[n:22][c:23]4[c:24]([n:25][cH:26]3)[n:27]([CH2:30][O:31][CH2:32][CH2:33][Si:34]([CH3:35])([CH3:36])[CH3:37])[cH:28][cH:29]4)[CH2:15][CH2:16]2)[C:10](=[O:11])[c:5]2[c:4]1[cH:9][cH:8][cH:7][cH:6]2.[O:44]=[CH:45][N:46]([CH3:47])[CH3:48]>>[NH2:3][CH:12]1[CH2:13][CH:14]([NH:17][C:18](=[O:19])[NH:20][c:21]2[n:22][c:23]3[c:24]([n:25][cH:26]2)[n:27]([CH2:30][O:31][CH2:32][CH2:33][Si:34]([CH3:35])([CH3:36])[CH3:37])[cH:28][cH:29]3)[CH2:15][CH2:16]1. Starting materials: [BH4-], COc1cc(C=O)c(F)cc1Br, CCOCC, CO, [Na+]. Yields the product COc1cc(CO)c(F)cc1Br. As a reaction SMILES: [BH4-:13].[Br:1][c:2]1[cH:3][c:4]([F:12])[c:5]([CH:6]=[O:7])[cH:8][c:9]1[O:10][CH3:11].[CH2:17]([O:18][CH2:19][CH3:20])[CH3:21].[CH3:15][OH:16].[Na+:14]>>[Br:1][c:2]1[cH:3][c:4]([F:12])[c:5]([CH2:6][OH:7])[cH:8][c:9]1[O:10][CH3:11]. Starting materials: C(CCC)C1=CC=C(N)C=C1 (4-butylaniline), C(C1=CC=CC=C1)OC=1C(C=C(OC1)C(=O)O)=O (5-(benzyloxy)-4-oxo-4H-pyran-2-carboxylic acid), CC(=O)O (AcOH). Run in O (water). Yields the product C(C1=CC=CC=C1)OC1=CN(C=CC1=O)C1=CC=C(C=C1)CCCC (3-(benzyloxy)-1-(4-butylphenyl)pyridin-4(1H)-one). Reaction SMILES: [CH2:1]([C:5]1[CH:11]=[CH:10][C:8]([NH2:9])=[CH:7][CH:6]=1)[CH2:2][CH2:3][CH3:4].[CH2:12]([O:19][C:20]1[C:21](=[O:29])[CH:22]=[C:23](C(O)=O)O[CH:25]=1)[C:13]1[CH:18]=[CH:17][CH:16]=[CH:15][CH:14]=1.CC(O)=O>O>[CH2:12]([O:19][C:20]1[C:21](=[O:29])[CH:22]=[CH:23][N:9]([C:8]2[CH:7]=[CH:6][C:5]([CH2:1][CH2:2][CH2:3][CH3:4])=[CH:11][CH:10]=2)[CH:25]=1)[C:13]1[CH:18]=[CH:17][CH:16]=[CH:15][CH:14]=1. Reported procedure: A suspension of 4-butylaniline (0.6 g, 4.1 mmol) and 5-(benzyloxy)-4-oxo-4H-pyran-2-carboxylic acid (1.0 g, 4.1 mmol) in a 1:1 mixture of AcOH:water (4 mL) was heated in a sealed reaction vessel at 120° C. for 72 h. After cooling to room temperature, the reaction mixture was concentrated under reduced pressure, diluted with 10 mL 10% aq. NaOH, and extracted with EtOAc (3×10 mL). The organic fractions were pooled, dried (Na2SO4), and concentrated under reduced pressure to provide 3-(benzyloxy)-1-... Reaction SMILES: [C:1]([NH:8][CH2:9][CH2:10][CH2:11][CH2:12][CH2:13][C:14]([OH:16])=O)([O:3][C:4]([CH3:7])([CH3:6])[CH3:5])=[O:2].[C:17]([O:21][CH2:22][CH:23]1[C:35]2[CH:34]=[CH:33][CH:32]=[CH:31][C:30]=2[C:29]2[C:24]1=[CH:25][CH:26]=[CH:27][CH:28]=2)(=[O:20])[NH:18][NH2:19].C1(N=C=NC2CCCCC2)CCCCC1>CN(C)C=O>[C:17]([NH:18][NH:19][C:14](=[O:16])[CH2:13][CH2:12][CH2:11][CH2:10][CH2:9][NH:8][C:1]([O:3][C:4]([CH3:5])([CH3:6])[CH3:7])=[O:2])([O:21][CH2:22][CH:23]1[C:35]2[C:30](=[CH:31][CH:32]=[CH:33][CH:34]=2)[C:29]2[C:24]1=[CH:25][CH:26]=[CH:27][CH:28]=2)=[O:20]. Reported procedure: A 250 ml round bottom flask was charged with 4.190 g (0.0181 mol) of N-BOC-6-aminocaproic acid, 4.60 g of 9-fluorenylmethyl carbazate (FMOC), (prepared by the method of Carpino et. al., 1972, J. Org. Chem., 37: 3404) and 35 ml of N,N-dimethylformamide. The reaction solution was cooled to 0° C. and then 3.75 g (0.0182 mol) of 1,3-dicyclohexylcarbodiimide (Aldrich) was added. The reaction mixture was allowed to stir for 2 h at 0° C. The white precipitate which formed during this time was filtered ... The yield is 60.8%. The reactants are C(=O)(OC(C)(C)C)NCCCCCC(=O)O (N-BOC-6-aminocaproic acid), C(NN)(=O)OCC1C2=CC=CC=C2C=2C=CC=CC12 (9-fluorenylmethyl carbazate), C1(CCCCC1)N=C=NC1CCCCC1 (1,3-dicyclohexylcarbodiimide). Product: C(=O)(OCC1C2=CC=CC=C2C2=CC=CC=C12)NNC(CCCCCNC(=O)OC(C)(C)C)=O (N-BOC-6-aminocaproic acid (N'-FMOC-hydrazide)). Solvent: CN(C=O)C (N,N-dimethylformamide). Conditions: temperature 0 celsius, time 2 hour. Starting materials: COc1ccccc1-c1cc(C(=O)NCC(=O)O)n[nH]1, COc1ccccc1C(C)=O, CCN=C=NCCCN(C)C, CCN(C(C)C)C(C)C, Clc1ccccc1NC1CCNCC1, Cl, Cl, Cl, CN(C)C=O, O, On1nnc2ccccc21. Product: COc1ccccc1-c1cc(C(=O)NCC(=O)N2CCC(Nc3ccccc3Cl)CC2)n[nH]1. RXN SMILES: [CH3:10][O:11][c:12]1[c:13](-[c:18]2[cH:19][c:20]([C:23](=[O:24])[NH:25][CH2:26][C:27](=[O:28])[OH:29])[n:21][nH:22]2)[cH:14][cH:15][cH:16][cH:17]1.[CH3:30][O:31][c:32]1[cH:33][cH:34][cH:35][cH:36][c:37]1[C:38](=[O:39])[CH3:40].[CH3:51][CH2:52][N:53]=[C:54]=[N:55][CH2:56][CH2:57][CH2:58][N:59]([CH3:60])[CH3:61].[CH:1]([N:2]([CH2:3][CH3:4])[CH:5]([CH3:6])[CH3:7])([CH3:8])[CH3:9].[Cl:65][c:66]1[c:67]([NH:72][CH:73]2[CH2:74][CH2:75][NH:76][CH2:77][CH2:78]2)[cH:68][cH:69][cH:70][cH:71]1.[ClH:62].[ClH:63].[ClH:64].[O:79]=[CH:80][N:81]([CH3:82])[CH3:83].[OH2:84].[OH:41][n:42]1[c:43]2[c:44]([cH:45][cH:46][cH:47][cH:48]2)[n:49][n:50]1>>[CH3:10][O:11][c:12]1[c:13](-[c:18]2[cH:19][c:20]([C:23](=[O:24])[NH:25][CH2:26][C:27](=[O:29])[N:76]3[CH2:75][CH2:74][CH:73]([NH:72][c:67]4[c:66]([Cl:65])[cH:71][cH:70][cH:69][cH:68]4)[CH2:78][CH2:77]3)[n:21][nH:22]2)[cH:14][cH:15][cH:16][cH:17]1.